From a dataset of the Open Reaction Database (ORD), a public repository of structured organic reaction records. describe an organic reaction: reactants, conditions, products, and yield Reactants: CC(=O)[O-], CC(=O)[O-], CCOC(=O)c1c(-c2ccncc2)n[nH]c1C, ClCCl, [Cu+2], OB(O)c1cccc(OC(F)(F)F)c1, c1ccncc1. Yields the product CCOC(=O)c1c(-c2ccncc2)nn(-c2cccc(OC(F)(F)F)c2)c1C. Reaction SMILES: [C:41]([O-:42])(=[O:43])[CH3:44].[C:46]([O-:47])(=[O:48])[CH3:49].[CH2:1]([CH3:2])[O:3][C:4](=[O:5])[c:6]1[c:7](-[c:12]2[cH:13][cH:14][n:15][cH:16][cH:17]2)[n:8][nH:9][c:10]1[CH3:11].[Cl:38][CH2:39][Cl:40].[Cu+2:45].[F:18][C:19]([O:20][c:21]1[cH:22][c:23]([B:27]([OH:28])[OH:29])[cH:24][cH:25][cH:26]1)([F:30])[F:31].[cH:32]1[cH:33][cH:34][n:35][cH:36][cH:37]1>>[CH2:1]([CH3:2])[O:3][C:4](=[O:5])[c:6]1[c:7](-[c:12]2[cH:13][cH:14][n:15][cH:16][cH:17]2)[n:8][n:9](-[c:23]2[cH:22][c:21]([O:20][C:19]([F:18])([F:30])[F:31])[cH:26][cH:25][cH:24]2)[c:10]1[CH3:11]. Reactants: [Al+3], COc1cccc(C2CCCNC2)c1, Cc1ccccc1, [H-], [H-], [H-], [H-], [Li+], C1CCOC1, O=C(Cl)CCc1ccccc1. Product: COc1cccc(C2CCCN(CCCc3ccccc3)C2)c1. As a reaction SMILES: [Al+3:27].[CH3:1][O:2][c:3]1[cH:4][c:5]([CH:9]2[CH2:10][NH:11][CH2:12][CH2:13][CH2:14]2)[cH:6][cH:7][cH:8]1.[CH3:32][c:33]1[cH:34][cH:35][cH:36][cH:37][cH:38]1.[H-:26].[H-:29].[H-:30].[H-:31].[Li+:28].[O:39]1[CH2:40][CH2:41][CH2:42][CH2:43]1.[c:15]1([CH2:21][CH2:22][C:23]([Cl:24])=[O:25])[cH:16][cH:17][cH:18][cH:19][cH:20]1>>[CH3:1][O:2][c:3]1[cH:4][c:5]([CH:9]2[CH2:10][N:11]([CH2:23][CH2:22][CH2:21][c:15]3[cH:16][cH:17][cH:18][cH:19][cH:20]3)[CH2:12][CH2:13][CH2:14]2)[cH:6][cH:7][cH:8]1. The reactants are NC=1N=NC=CC1C(=O)O (3-Aminopyridazine-4-carboxylic acid), Cl (hydrochloric acid), C1(=CC=C(C=C1)S(=O)(=O)Cl)C (p-toluene-sulphonyl chloride). Solvent: C(C)O (ethanol). Yields the product C(C)OC(=O)C1=C(N=NC=C1)N (3-aminopyridazine-4-carboxylic acid ethyl ester). The yield is 1163.3%. RXN SMILES: [NH2:1][C:2]1[N:3]=[N:4][CH:5]=[CH:6][C:7]=1[C:8]([OH:10])=[O:9].Cl.[C:12]1(C)C=CC(S(Cl)(=O)=O)=C[CH:13]=1>C(O)C>[CH2:12]([O:9][C:8]([C:7]1[CH:6]=[CH:5][N:4]=[N:3][C:2]=1[NH2:1])=[O:10])[CH3:13]. Procedure details: 3-Aminopyridazine-4-carboxylic acid (1.68 g, prepared as in JOC, (1985), 50, 346) was refluxed in ethanol (170 ml) with concentrated hydrochloric acid (2 ml) and p-toluene-sulphonyl chloride (0.1 g) for 55 hours. The solvent was evaporated and ice water added to the residue, which was then neutralised with solid sodium bicarbonate. The mixture was extracted with chloroform, insoluble material filtered, the organic extract dried over magnesium sulphate and evaporated to give 3-aminopyridazine-4-c... The reactants are FC1=C2C(=C(C(=NC2=CC(=C1)F)N1CCNCC1)C)NC=1C=NC=C(C1)N1CCOCC1 (5,7-difluoro-3-methyl-N-(5-morpholinopyridin-3-yl)-2-(piperazin-1-yl)quinolin-4-amine), C1(CCCC1)S(=O)(=O)Cl (cyclopentylsulfonyl chloride). Product: C1(CCCC1)S(=O)(=O)N1CCN(CC1)C1=NC2=CC(=CC(=C2C(=C1C)NC=1C=NC=C(C1)N1CCOCC1)F)F (2-(4-(cyclopentylsulfonyl)piperazin-1-yl)-5,7-difluoro-3-methyl-N-(5-morpholinopyridin-3-yl)quinolin-4-amine). RXN SMILES: [F:1][C:2]1[CH:11]=[C:10]([F:12])[CH:9]=[C:8]2[C:3]=1[C:4]([NH:20][C:21]1[CH:22]=[N:23][CH:24]=[C:25]([N:27]3[CH2:32][CH2:31][O:30][CH2:29][CH2:28]3)[CH:26]=1)=[C:5]([CH3:19])[C:6]([N:13]1[CH2:18][CH2:17][NH:16][CH2:15][CH2:14]1)=[N:7]2.[CH:33]1([S:38](Cl)(=[O:40])=[O:39])[CH2:37][CH2:36][CH2:35][CH2:34]1>>[CH:33]1([S:38]([N:16]2[CH2:15][CH2:14][N:13]([C:6]3[C:5]([CH3:19])=[C:4]([NH:20][C:21]4[CH:22]=[N:23][CH:24]=[C:25]([N:27]5[CH2:32][CH2:31][O:30][CH2:29][CH2:28]5)[CH:26]=4)[C:3]4[C:8](=[CH:9][C:10]([F:12])=[CH:11][C:2]=4[F:1])[N:7]=3)[CH2:18][CH2:17]2)(=[O:40])=[O:39])[CH2:37][CH2:36][CH2:35][CH2:34]1. Procedure details: Prepared according to Procedure M using 5,7-difluoro-3-methyl-N-(5-morpholinopyridin-3-yl)-2-(piperazin-1-yl)quinolin-4-amine (50.0 mg, 0.11 mmol) and cyclopentylsulfonyl chloride to give 2-(4-(cyclopentylsulfonyl)piperazin-1-yl)-5,7-difluoro-3-methyl-N-(5-morpholinopyridin-3-yl)quinolin-4-amine. 1H NMR (CDCl3) δ ppm 1.54-1.58 (m, 2H), 1.67 (s, 2H), 1.80-1.85 (m, 2H), 1.96-1.99 (m, 2H), 2.08 (s, 3H), 3.05 (t, J=4.4 Hz, 4H), 3.33 (s, 4H), 3.39 (t, J=4.8 Hz, 4H), 3.69 (t, J=3.6 Hz, 5H), 6.51 (s, 1... Starting materials: C(C1=CC=CC=C1)Br (Benzyl bromide), C(C)(=O)OC1=CC(O)=CC=C1 (Resorcinol monoacetate), [H-].[Na+] (NaH). Run in CN(C)C=O (DMF), CN(C)C=O (DMF), CN(C)C=O (DMF). Run at time 10 minute. Yields the product C(C)(=O)OC1=CC(=CC=C1)OCC1=CC=CC=C1 (3-Benzyloxyphenyl Acetate). Isolated yield 54.7%. Reaction SMILES: [C:1]([O:4][C:5]1[CH:11]=[CH:10][CH:9]=[C:7]([OH:8])[CH:6]=1)(=[O:3])[CH3:2].[H-].[Na+].[CH2:14](Br)[C:15]1[CH:20]=[CH:19][CH:18]=[CH:17][CH:16]=1>CN(C=O)C>[C:1]([O:4][C:5]1[CH:11]=[CH:10][CH:9]=[C:7]([O:8][CH2:14][C:15]2[CH:20]=[CH:19][CH:18]=[CH:17][CH:16]=2)[CH:6]=1)(=[O:3])[CH3:2] |f:1.2|. Procedure: Resorcinol monoacetate (6.10 g, 40 mmol) in DMF (10 mL) was added dropwise to the mixture of NaH (95%, 0.92 g, 40 mmol) in DMF (50 mL). The mixture was stirred at room temperature for 10 min. Benzyl bromide (6.85 g, 40 mmol) in DMF (10 mL) was then added dropwise, and the mixture was stirred at room temperature for 2 h. The reaction mixture was quenched slowly with water (100 mL) and then extracted with ethyl acetate (3×100 mL). The organic phase was washed with brine (2×50 mL) and dried over Na...